This data is from the Open Reaction Database (ORD), a public repository of structured organic reaction records. The task is: describe an organic reaction: reactants, conditions, products, and yield Reactants: BrC=1C=C(OCC2OC2)C=CC1 (2-((3-bromophenoxy)methyl)oxirane), C1NCCC2=CC=CC=C12 (1,2,3,4-tetrahydroisoquinoline). Solvent: CO (MeOH). Product: BrC=1C=C(OCC(CN2CC3=CC=CC=C3CC2)O)C=CC1 (1-(3-bromophenoxy)-3-(3,4-dihydroisoquinolin-2(1H)-yl)propan-2-ol). RXN SMILES: [Br:1][C:2]1[CH:3]=[C:4]([CH:10]=[CH:11][CH:12]=1)[O:5][CH2:6][CH:7]1[CH2:9][O:8]1.[CH2:13]1[C:22]2[C:17](=[CH:18][CH:19]=[CH:20][CH:21]=2)[CH2:16][CH2:15][NH:14]1>CO>[Br:1][C:2]1[CH:3]=[C:4]([CH:10]=[CH:11][CH:12]=1)[O:5][CH2:6][CH:7]([OH:8])[CH2:9][N:14]1[CH2:15][CH2:16][C:17]2[C:22](=[CH:21][CH:20]=[CH:19][CH:18]=2)[CH2:13]1. Reported procedure: To a solution of 2-((3-bromophenoxy)methyl)oxirane (1.5 g, 6.55 mmol) in MeOH (15 mL) was added 1,2,3,4-tetrahydroisoquinoline (1.0 g, 7.86 mmol) at 20° C. The mixture was heated at reflux temperature for 16 h, until the reaction was shown to be complete. The mixture then was concentrated to provide the crude which was purified using column chromatography on silica gel producing the desired 1-(3-bromophenoxy)-3-(3,4-dihydroisoquinolin-2(1H)-yl)propan-2-ol (1.8 g, 78.3%) as colorless oil. LCMS (m... Reactants: FC(C(N)=NO)(F)F (2,2,2-trifluoro-N′-hydroxyacetimidamide), C(C#C)(=O)OCC (ethyl propiolate). The product is NC(C(F)(F)F)=NOC=CC(=O)OCC (Ethyl 3-(((1-amino-2,2,2-trifluoroethylidene)amino)oxy)acrylate). As a reaction SMILES: [F:1][C:2]([F:8])([F:7])[C:3](=[N:5][OH:6])[NH2:4].[C:9]([O:13][CH2:14][CH3:15])(=[O:12])[C:10]#[CH:11]>>[NH2:4][C:3](=[N:5][O:6][CH:11]=[CH:10][C:9]([O:13][CH2:14][CH3:15])=[O:12])[C:2]([F:8])([F:7])[F:1]. Procedure details: The title compound was prepared using the procedure described in Example 65(b) starting from 2,2,2-trifluoro-N′-hydroxyacetimidamide (218.7 mmol, 28 g) and ethyl propiolate (262.5 mmol, 25.7 g). Yield 45.2 g. 1H-NMR (400 MHz; DMSO-d6): δ 1.32 (t, 3H), 4.31 (q, 2H), 7.03 (d, 1H), 7.60 (bs, 2H), 8.29 (d, 1H). LC-MS: [M−1]=225.34. Reactants: S1C(=CC=C1)[C@]1(O)[C@@H]([C@@H](O)[C@H](O[C@H]2[C@H](OC(C)=O)[C@@H](OC(C)=O)[C@@H](OC(C)=O)[C@H](O2)COCC2=CC=CC=C2)[C@H](O1)CO)NC(C)=O (1-Thiophenyl-(2,3,4-tri-O-acetyl-6-O-benzyl-β-D-galactopyranosyl)-(1-4)-2-deoxy-2-acetamido-β-D-glucopyranose), N(=[N+]=[N-])CCCCCCO (6-azidohexanol), FC(S(=O)(=O)O[Si](C)(C)C)(F)F (trimethylsilyl trifluoromethanesulfonate). Solvent: C(C)#N (acetonitrile). Product: C(C)(=O)OCC.CCCC(C)C (ethyl acetate isohexane). Yield: 65.0%. Reaction SMILES: S1C=CC=C1[C@]1(O[C@H](CO)[C@@H:11]([O:12][C@@H:13]2[O:30][C@H](CO[CH2:33][C:34]3[CH:39]=C[CH:37]=[CH:36][CH:35]=3)[C@H](OC(=O)C)[C@H](OC(=O)C)[C@H:14]2OC(=O)C)[C@H:9](O)[C@H]1NC(=O)C)O.N(CCCCCCO)=[N+]=[N-].FC(F)(F)S(O[Si](C)(C)C)(=O)=O>C(#N)C>[C:13]([O:12][CH2:11][CH3:9])(=[O:30])[CH3:14].[CH3:37][CH2:36][CH2:35][CH:34]([CH3:39])[CH3:33] |f:4.5|. Procedure details: Compound [13] (0.21-2.66 g, 0.54-7.05 mmol) and 6-azidohexanol (0.27-3.54 g, 1.08-14.1 mmol) are dissolved in dry acetonitrile and, at 0° C., molecular sieves (0.2-5 g) and trimethylsilyl trifluoromethanesulfonate (0.02-1.56 g, 1-70 mmol) are added. After the reaction is complete, the mixture is filtered and washed with saturated sodium bicarbonate solution. Concentration results in the crude product which is purified by chromatography on silica gel with an ethyl acetate/isohexane gradient (0.17... Starting materials: C, N#CC(c1ccccc1)(c1ccccc1)C1CCN(Cc2ccccc2)C1, CCO, [H][H], O=C(O)C(=O)O, [Pd]. The product is N#CC(c1ccccc1)(c1ccccc1)C1CCNC1. As a reaction SMILES: [C:36].[CH2:1]([c:2]1[cH:3][cH:4][cH:5][cH:6][cH:7]1)[N:8]1[CH2:9][CH:10]([C:13]([c:14]2[cH:15][cH:16][cH:17][cH:18][cH:19]2)([c:20]2[cH:21][cH:22][cH:23][cH:24][cH:25]2)[C:26]#[N:27])[CH2:11][CH2:12]1.[CH3:38][CH2:39][OH:40].[H:34][H:35].[OH:28][C:29]([C:30](=[O:31])[OH:32])=[O:33].[Pd:37]>>[NH:8]1[CH2:9][CH:10]([C:13]([c:14]2[cH:15][cH:16][cH:17][cH:18][cH:19]2)([c:20]2[cH:21][cH:22][cH:23][cH:24][cH:25]2)[C:26]#[N:27])[CH2:11][CH2:12]1. Reported procedure: To a stirred solution of 4-tert-butyl-phenyl acetic acid (5.0 g, 26.04 mmol) in DMF (30 mL) at rt were added Cs2CO3 (12.72 g, 39.06 mmol) and benzyl bromide (4.89 g, 28.6 mmol). The reaction mixture was stirred for overnight at room temperature and then the reaction mixture was heated at 100° C. for 1 h and cool to rt. The solvent was removed under reduced pressure and poured into cold 1 N HCl (50 mL). The aqueous solution was extracted with ethyl acetate (2×100 mL) and the combined organic laye... RXN SMILES: [C:1]([C:5]1[CH:10]=[CH:9][C:8]([CH2:11][C:12]([OH:14])=[O:13])=[CH:7][CH:6]=1)([CH3:4])([CH3:3])[CH3:2].C([O-])([O-])=O.[Cs+].[Cs+].[CH2:21](Br)[C:22]1[CH:27]=[CH:26][CH:25]=[CH:24][CH:23]=1>CN(C=O)C>[CH2:21]([O:13][C:12](=[O:14])[CH2:11][C:8]1[CH:9]=[CH:10][C:5]([C:1]([CH3:4])([CH3:2])[CH3:3])=[CH:6][CH:7]=1)[C:22]1[CH:27]=[CH:26][CH:25]=[CH:24][CH:23]=1 |f:1.2.3|. The product is C(C1=CC=CC=C1)OC(CC1=CC=C(C=C1)C(C)(C)C)=O ((4-tert-butyl-phenyl) acetic acid benzyl ester). Run in CN(C)C=O (DMF). Starting materials: C(C)(C)(C)C1=CC=C(C=C1)CC(=O)O (4-tert-butyl-phenyl acetic acid), C(=O)([O-])[O-].[Cs+].[Cs+] (Cs2CO3), C(C1=CC=CC=C1)Br (benzyl bromide). Reaction conditions: time 8 hour. The reactants are CC(=O)OC(C)=O, ClCCl, Cc1c(NS(C)(=O)=O)cccc1N(Cc1ccccc1)Cc1ccc(Oc2cccc(OCCCN)c2)cc1. The product is CC(=O)NCCCOc1cccc(Oc2ccc(CN(Cc3ccccc3)c3cccc(NS(C)(=O)=O)c3C)cc2)c1. RXN SMILES: [CH3:40][C:41](=[O:42])[O:43][C:44](=[O:45])[CH3:46].[Cl:47][CH2:48][Cl:49].[NH2:1][CH2:2][CH2:3][CH2:4][O:5][c:6]1[cH:7][c:8]([O:9][c:10]2[cH:11][cH:12][c:13]([CH2:14][N:15]([c:16]3[c:17]([CH3:27])[c:18]([NH:22][S:23](=[O:24])(=[O:25])[CH3:26])[cH:19][cH:20][cH:21]3)[CH2:28][c:29]3[cH:30][cH:31][cH:32][cH:33][cH:34]3)[cH:35][cH:36]2)[cH:37][cH:38][cH:39]1>>[NH:1]([CH2:2][CH2:3][CH2:4][O:5][c:6]1[cH:7][c:8]([O:9][c:10]2[cH:11][cH:12][c:13]([CH2:14][N:15]([c:16]3[c:17]([CH3:27])[c:18]([NH:22][S:23](=[O:24])(=[O:25])[CH3:26])[cH:19][cH:20][cH:21]3)[CH2:28][c:29]3[cH:30][cH:31][cH:32][cH:33][cH:34]3)[cH:35][cH:36]2)[cH:37][cH:38][cH:39]1)[C:41]([CH3:40])=[O:42]. Starting materials: ClC=1SC(=CN1)CON1C(C2=CC=CC=C2C1=O)=O (2-[(2-Chloro-1,3-thiazol-5-yl)methoxy]-1H-isoindole-1,3(2H)-dione), O.NN (hydrazine monohydrate). The solvent is C(C)O (ethanol). Conditions: time 4 hour. Yields the product ClC=1SC(=CN1)CON (O-(2-Chloro-thiazol-5-ylmethyl)-hydroxylamine). Yield: 118.2%. Reaction SMILES: [Cl:1][C:2]1[S:3][C:4]([CH2:7][O:8][N:9]2C(=O)C3C(=CC=CC=3)C2=O)=[CH:5][N:6]=1.O.NN>C(O)C>[Cl:1][C:2]1[S:3][C:4]([CH2:7][O:8][NH2:9])=[CH:5][N:6]=1 |f:1.2|. Reported procedure: 2-[(2-Chloro-1,3-thiazol-5-yl)methoxy]-1H-isoindole-1,3(2H)-dione (Bionet, 5.0 g), was suspended in ethanol (120 ml) and hydrazine monohydrate (0.83 ml) was added. The mixture was heated to reflux and stirred at this temperature for 4 hours. The mixture was cooled to room temperature and the solid material was removed by filtration. The filtrate was evaporated under reduced pressure. The residue was re-suspended in diethyl ether (400 ml) and 4M HCl in dioxane (4.25 ml) was added. The solid mater...